Dataset: the Open Reaction Database (ORD), a public repository of structured organic reaction records. Task: describe an organic reaction: reactants, conditions, products, and yield The reactants are COC(=O)c1c(CNC(=O)c2ccc(N(C)C)cc2)c(=O)c2ccc(OC)cc2n1-c1ccccc1, O=C(Cl)c1ccc(Cl)cc1, COC(=O)c1c(CN)c(=O)c2ccc(OC)cc2n1-c1ccccc1. Product: COC(=O)c1c(CNC(=O)c2ccc(Cl)cc2)c(=O)c2ccc(OC)cc2n1-c1ccccc1. As a reaction SMILES: [CH3:1][O:2][C:3](=[O:4])[c:5]1[n:6](-[c:31]2[cH:32][cH:33][cH:34][cH:35][cH:36]2)[c:7]2[cH:8][c:9]([O:29][CH3:30])[cH:10][cH:11][c:12]2[c:13](=[O:28])[c:14]1[CH2:15][NH:16][C:17]([c:18]1[cH:19][cH:20][c:21]([N:24]([CH3:25])[CH3:26])[cH:22][cH:23]1)=[O:27].[Cl:62][c:63]1[cH:64][cH:65][c:66]([C:67]([Cl:68])=[O:69])[cH:70][cH:71]1.[NH2:37][CH2:38][c:39]1[c:40](=[O:41])[c:42]2[c:43]([cH:44][c:45]([O:46][CH3:47])[cH:48][cH:49]2)[n:50](-[c:51]2[cH:52][cH:53][cH:54][cH:55][cH:56]2)[c:57]1[C:58]([O:59][CH3:60])=[O:61]>>[CH3:1][O:2][C:3](=[O:4])[c:5]1[n:6](-[c:31]2[cH:32][cH:33][cH:34][cH:35][cH:36]2)[c:7]2[cH:8][c:9]([O:29][CH3:30])[cH:10][cH:11][c:12]2[c:13](=[O:28])[c:14]1[CH2:15][NH:16][C:17]([c:18]1[cH:19][cH:20][c:21]([Cl:62])[cH:22][cH:23]1)=[O:27]. The reactants are C(C)(=O)O (acetic acid), C(C)(=O)O[BH-](OC(C)=O)OC(C)=O.[Na+] (sodium triacetoxyborohydride), NC1CCC2=CC=CC=C12 (1-aminoindane), CN(C1(CCC(CC1)=O)C1=CC=CC=C1)C (4-dimethylamino-4-phenyl-cyclohexanone). The solvent is ClCCCl (1,2-dichloroethane), C1CCOC1 (THF). Conditions: time 24 hour. Product: C1(CCC2=CC=CC=C12)NC1CCC(CC1)(N(C)C)C1=CC=CC=C1 (N′-indan-1-yl-N,N-dimethyl-1-phenyl-cyclohexane-1,4-diamine). The yield is 29.9%. As a reaction SMILES: [NH2:1][CH:2]1[C:10]2[C:5](=[CH:6][CH:7]=[CH:8][CH:9]=2)[CH2:4][CH2:3]1.[CH3:11][N:12]([CH3:26])[C:13]1([C:20]2[CH:25]=[CH:24][CH:23]=[CH:22][CH:21]=2)[CH2:18][CH2:17][C:16](=O)[CH2:15][CH2:14]1.C(O)(=O)C.C(O[BH-](OC(=O)C)OC(=O)C)(=O)C.[Na+]>ClCCCl.C1COCC1>[CH:2]1([NH:1][CH:16]2[CH2:15][CH2:14][C:13]([C:20]3[CH:21]=[CH:22][CH:23]=[CH:24][CH:25]=3)([N:12]([CH3:26])[CH3:11])[CH2:18][CH2:17]2)[C:10]2[C:5](=[CH:6][CH:7]=[CH:8][CH:9]=2)[CH2:4][CH2:3]1 |f:3.4|. Procedure details: 266 mg 1-aminoindane and 434 mg 4-dimethylamino-4-phenyl-cyclohexanone were dissolved in dry 1,2-dichloroethane (10 ml) and THF (10 ml) under argon. Glacial acetic acid (2 mmol) and sodium triacetoxyborohydride (600 mg) were added to this mixture and the mixture was stirred for 24 hours at RT. For working up, the mixture was concentrated and the residue was adjusted to pH 11 with five molar sodium hydroxide solution. The alkaline phase was diluted with water (10 ml) and extracted with ethyl acet... Starting materials: BrC1=NC(=CC=C1)CF (2-bromo-6-(fluoromethyl)-pyridine), C(CC#C)N1N=C2C(=N1)C=CC=C2Cl (2-(but-3-ynyl)-4-chloro-2H-benzo[d][1,2,3]triazole). The product is ClC1=CC=CC2=NN(N=C21)CCC#CC2=NC(=CC=C2)CF (4-chloro-2-(4-(6-(fluoromethyl)pyridin-2-yl)but-3-ynyl)-2H-benzo[d][1,2,3]triazole). Isolated yield 34.0%. RXN SMILES: Br[C:2]1[CH:7]=[CH:6][CH:5]=[C:4]([CH2:8][F:9])[N:3]=1.[CH2:10]([N:14]1[N:18]=[C:17]2[CH:19]=[CH:20][CH:21]=[C:22]([Cl:23])[C:16]2=[N:15]1)[CH2:11][C:12]#[CH:13]>>[Cl:23][C:22]1[C:16]2[C:17](=[N:18][N:14]([CH2:10][CH2:11][C:12]#[C:13][C:2]3[CH:7]=[CH:6][CH:5]=[C:4]([CH2:8][F:9])[N:3]=3)[N:15]=2)[CH:19]=[CH:20][CH:21]=1. Procedure: The title compound was prepared in accordance with the general method of Example 1, from 2-bromo-6-(fluoromethyl)-pyridine (30 mg, 0.16 mmol) and 2-(but-3-ynyl)-4-chloro-2H-benzo[d][1,2,3]triazole (30 mg, 0.15 mmol, Example 146(B)). Reaction time: 3 hours. The crude residue was purified by flash chromatography (DCM/MeOH 99:1) to yield 16 mg (51 μmol, 35%) of 4-chloro-2-(4-(6-(fluoromethyl)pyridin-2-yl)but-3-ynyl)-2H-benzo[d][1,2,3]triazole as a brown oil. Reactants: CC1=NC=CC(=N1)C1=C(N=C(S1)N)C1=CC(=CC=C1)C ([5-(2-methyl-4-pyrimidinyl)-4-(3-methylphenyl)-1,3-thiazol-2-yl]amine), C1(=CC=CC=C1)N=C=O (phenylisocyanate), C(O)([O-])=O.[Na+] (sodium hydrogen carbonate). The solvent is CN(C(C)=O)C (N,N-dimethylacetamide). Run at temperature 80 celsius, time 2 hour. Product: CC1=NC=CC(=N1)C1=C(N=C(S1)NC(=O)NC1=CC=CC=C1)C1=CC(=CC=C1)C (N-[5-(2-methyl-4-pyrimidinyl)-4-(3-methylphenyl)-1,3-thiazol-2-yl]-N′-phenylurea). Yield: 76.1%. Reaction SMILES: [CH3:1][C:2]1[N:7]=[C:6]([C:8]2[S:12][C:11]([NH2:13])=[N:10][C:9]=2[C:14]2[CH:19]=[CH:18][CH:17]=[C:16]([CH3:20])[CH:15]=2)[CH:5]=[CH:4][N:3]=1.[C:21]1([N:27]=[C:28]=[O:29])[CH:26]=[CH:25][CH:24]=[CH:23][CH:22]=1.C(=O)([O-])O.[Na+]>CN(C)C(=O)C>[CH3:1][C:2]1[N:7]=[C:6]([C:8]2[S:12][C:11]([NH:13][C:28]([NH:27][C:21]3[CH:26]=[CH:25][CH:24]=[CH:23][CH:22]=3)=[O:29])=[N:10][C:9]=2[C:14]2[CH:19]=[CH:18][CH:17]=[C:16]([CH3:20])[CH:15]=2)[CH:5]=[CH:4][N:3]=1 |f:2.3|. Procedure details: To a solution of [5-(2-methyl-4-pyrimidinyl)-4-(3-methylphenyl)-1,3-thiazol-2-yl]amine (0.50 g, 1.8 mmol) in N,N-dimethylacetamide (10 mL) was added phenylisocyanate (0.29 mL, 2.7 mmol), and the mixture was stirred at 80° C. for 2 hrs. Into the reaction mixture was poured aqueous sodium hydrogen carbonate solution, and the mixture was extracted with ethyl acetate. The extract was washed with saturated brine, dried and concentrated. The resulting crystals were recrystallized from ethyl acetate-he... Starting materials: C1(=CC=CC=C1)COC(=O)N[C@@H]1C(NC1)=O ((S)-3-[[(Phenylmethoxy)carbonyl]amino]-2-azetidinone), C(=O)(Cl)Cl (phosgene), C1(=CC=CC=C1)C (toluene). Solvent: ClCCl (dichloromethane). Conditions: temperature -10 celsius. Product: ClC(=O)N1C([C@H](C1)NC(=O)OCC1=CC=CC=C1)=O ((S)-1-chlorocarbonyl-3-[[(phenylmethoxy)carbonyl]amino]-2-azetidinone). As a reaction SMILES: [C:1]1([CH2:7][O:8][C:9]([NH:11][C@H:12]2[CH2:15][NH:14][C:13]2=[O:16])=[O:10])[CH:6]=[CH:5][CH:4]=[CH:3][CH:2]=1.[C:17](Cl)([Cl:19])=[O:18].C1(C)C=CC=CC=1>ClCCl>[Cl:19][C:17]([N:14]1[CH2:15][C@H:12]([NH:11][C:9]([O:8][CH2:7][C:1]2[CH:6]=[CH:5][CH:4]=[CH:3][CH:2]=2)=[O:10])[C:13]1=[O:16])=[O:18]. Procedure details: (S)-3-[[(Phenylmethoxy)carbonyl]amino]-2-azetidinone was suspended in 5 ml of dichloromethane and cooled to -10° C. A solution of 12.5% phosgene in toluene (2.9 ml, 3.4 mmol) was added dropwise to the rapidly stirring mixture. After stirring at -10° C. for 2 hours, the volatiles were evaporated without external heating. The residue was cooled to -10° C. and dissolved in 5 ml of dichloromethane to give (S)-1-chlorocarbonyl-3-[[(phenylmethoxy)carbonyl]amino]-2-azetidinone. The compound was not cha... Starting materials: ClC(=O)OCC (ethyl chloroformate), ClC1=CC=C(N)C=C1 (4-Chloroaniline), Cl (hydrochloric acid). The solvent is N1=CC=CC=C1 (pyridine). Conditions: time 1.5 hour. Product: ClC1=CC=C(C=C1)NC(OCC)=O (ethyl 4-chlorophenylcarbamate). Reaction SMILES: [Cl:1][C:2]1[CH:8]=[CH:7][C:5]([NH2:6])=[CH:4][CH:3]=1.Cl[C:10]([O:12][CH2:13][CH3:14])=[O:11].Cl>N1C=CC=CC=1>[Cl:1][C:2]1[CH:8]=[CH:7][C:5]([NH:6][C:10](=[O:11])[O:12][CH2:13][CH3:14])=[CH:4][CH:3]=1. Procedure: 4-Chloroaniline (2.3531 g) was dissolved in pyridine (20 ml), and to the solution was added dropwise ethyl chloroformate (2.116 ml) under ice-cooling. After the mixture was stirred for 1.5 hours, 1N hydrochloric acid was added and the mixture was extracted with ethyl acetate. The organic layer was washed with 1N hydrochloric acid, and then saturated brine, dried over anhydrous magnesium sulfate, and concentrated in vacuo to give the title compound (3.6875 g, quantitative yield). Starting materials: intermediate 2, OC=1C=C(C=O)C=C(C1)O (3,5-dihydroxybenzaldehyde), C(C)I (ethyl iodide), CN(C)C=O (DMF), C(=O)([O-])[O-].[K+].[K+] (K2CO3). Product: C(C)OC=1C=C(C=O)C=C(C1)OCC (3,5-Diethoxy-benzaldehyde). RXN SMILES: O[C:2]1[CH:3]=[C:4]([CH:7]=[C:8]([OH:10])[CH:9]=1)[CH:5]=[O:6].[CH2:11](I)[CH3:12].[C:14]([O-:17])([O-])=O.[K+].[K+].[CH3:20]N(C=O)C>>[CH2:11]([O:10][C:8]1[CH:7]=[C:4]([CH:3]=[C:2]([O:17][CH2:14][CH3:20])[CH:9]=1)[CH:5]=[O:6])[CH3:12] |f:2.3.4|. Procedure details: The title compound was prepared analogously to intermediate 2 (4-methoxy-3-propoxy-benzaldehyde) by reaction of 3,5-dihydroxybenzaldehyde with ethyl iodide in DMF using K2CO3 as base. The reactants are [N+](=O)([O-])[O-].[K+] (KNO3), ice water, OC1=CC=C(C=C1)C(C)=O (p-hydroxyacetophenone). The reagents and catalysts are [N+](=O)([O-])[O-].[K+] (KNO3). Run in OS(=O)(=O)O (H2SO4). Product: OC1=C(C=C(C=C1)C(C)=O)[N+](=O)[O-] (1-[4-Hydroxy-3-nitrophenyl]ethanone). Yield: 94.7%. Reaction SMILES: [OH:1][C:2]1[CH:7]=[CH:6][C:5]([C:8](=[O:10])[CH3:9])=[CH:4][CH:3]=1.[N+:11]([O-])([O-:13])=[O:12].[K+]>[N+]([O-])([O-])=O.[K+].OS(O)(=O)=O>[OH:1][C:2]1[CH:7]=[CH:6][C:5]([C:8](=[O:10])[CH3:9])=[CH:4][C:3]=1[N+:11]([O-:13])=[O:12] |f:1.2,3.4|. Reported procedure: To mechanically stirred conc. H2SO4 (700 mL) at 3° C. was added p-hydroxyacetophenone (66.0 g, 480 mmol) followed by KNO3 (48.3 g, 477 mmol) in two approximately equal portions about four minutes apart. An additional 3.76 g of KNO3 was added after 1.67 hours to insure reaction completion. The reaction was slowly poured into 8 L crushed ice/water and extracted with 4 L ethyl acetate (EtOAc). The extract was concentrated in vacuo to a volume of ~1.25 L, 500 mL heptane were added and concentration ... Starting materials: N#CCC1(C#N)CC(=O)C1, CCOP(=O)(CC#N)OCC, CC(C)(C)[O-], [K+], C1CCOC1. The product is N#CC=C1CC(C#N)(CC#N)C1. RXN SMILES: [C:18](#[N:19])[CH2:20][C:21]1([C:26]#[N:27])[CH2:22][C:23](=[O:25])[CH2:24]1.[C:7](#[N:8])[CH2:9][P:10](=[O:11])([O:12][CH2:13][CH3:14])[O:15][CH2:16][CH3:17].[CH3:1][C:2]([CH3:3])([O-:4])[CH3:5].[K+:6].[O:28]1[CH2:29][CH2:30][CH2:31][CH2:32]1>>[C:7](#[N:8])[CH:9]=[C:23]1[CH2:22][C:21]([CH2:20][C:18]#[N:19])([C:26]#[N:27])[CH2:24]1.